This data is from the Open Reaction Database (ORD), a public repository of structured organic reaction records. The task is: describe an organic reaction: reactants, conditions, products, and yield Procedure: To 100 ml of methanol, there were added 24.6 g (95.0 mmol) of 4-benzyloxy-2-methyl-5-nitrophenol and 6.38 g (114 mmol) of potassium hydroxide and heated under reflux. To the obtained solution, there was added 14.4 g (114 mmol) of dimethyl sulfate and heated under reflux for additional one hour. After cooling and adding 200 ml of water, the crystals thus precipitated were filtered and recrystallized from hexane-acetone (2:1 (v:v)). Thus 13.0 g (47.5 mmol) of 4-benzyloxy-2-methyl-5-nitrosoanisole ... Product: C(C1=CC=CC=C1)OC1=CC(=C(C=C1N=O)OC)C (4-benzyloxy-2-methyl-5-nitrosoanisole). The solvent is O (water). Reactants: CO (methanol), C(C1=CC=CC=C1)OC1=CC(=C(C=C1[N+](=O)[O-])O)C (4-benzyloxy-2-methyl-5-nitrophenol), [OH-].[K+] (potassium hydroxide), S(=O)(=O)(OC)OC (dimethyl sulfate). The yield is 50.0%. Reaction SMILES: CO.[CH2:3]([O:10][C:11]1[C:16]([N+:17]([O-])=[O:18])=[CH:15][C:14]([OH:20])=[C:13]([CH3:21])[CH:12]=1)[C:4]1[CH:9]=[CH:8][CH:7]=[CH:6][CH:5]=1.[OH-].[K+].S(OC)(O[CH3:28])(=O)=O>O>[CH2:3]([O:10][C:11]1[C:16]([N:17]=[O:18])=[CH:15][C:14]([O:20][CH3:28])=[C:13]([CH3:21])[CH:12]=1)[C:4]1[CH:9]=[CH:8][CH:7]=[CH:6][CH:5]=1 |f:2.3|.